From a dataset of the Open Reaction Database (ORD), a public repository of structured organic reaction records. describe an organic reaction: reactants, conditions, products, and yield The reactants are [O-2].[Zn+2] (zinc oxide), N (ammonia), C(=O)=O (carbon dioxide), N (ammonia), C(CCCCCCCCCCCCCCCCC)(=O)O (stearic acid). Run in O (water), O (water). Reaction conditions: temperature 80 celsius. Yields the product [O-2].[Zn+2] (zinc oxide), C(CCCCCCCCCCCCCCCCC)(=O)O (stearic acid), C(CCCCCCCCCCCCCCCCC)(=O)[O-].[Zn+2].C(CCCCCCCCCCCCCCCCC)(=O)[O-] (zinc stearate). As a reaction SMILES: [O-2].[Zn+2:2].N.C(=O)=[O:5].[C:7]([OH:26])(=[O:25])[CH2:8][CH2:9][CH2:10][CH2:11][CH2:12][CH2:13][CH2:14][CH2:15][CH2:16][CH2:17][CH2:18][CH2:19][CH2:20][CH2:21][CH2:22][CH2:23][CH3:24]>O>[O-2:5].[Zn+2:2].[C:7]([OH:26])(=[O:25])[CH2:8][CH2:9][CH2:10][CH2:11][CH2:12][CH2:13][CH2:14][CH2:15][CH2:16][CH2:17][CH2:18][CH2:19][CH2:20][CH2:21][CH2:22][CH2:23][CH3:24].[C:7]([O-:26])(=[O:25])[CH2:8][CH2:9][CH2:10][CH2:11][CH2:12][CH2:13][CH2:14][CH2:15][CH2:16][CH2:17][CH2:18][CH2:19][CH2:20][CH2:21][CH2:22][CH2:23][CH3:24].[Zn+2:2].[C:7]([O-:26])(=[O:25])[CH2:8][CH2:9][CH2:10][CH2:11][CH2:12][CH2:13][CH2:14][CH2:15][CH2:16][CH2:17][CH2:18][CH2:19][CH2:20][CH2:21][CH2:22][CH2:23][CH3:24] |f:0.1,6.7,9.10.11|. Procedure: 130 kg of zinc oxide is dispersed in a rotor-stator shear machine with 16 liters of 25% aqueous ammonia in 480 liters of cold water with simultaneous introduction of gaseous carbon dioxide. Simultaneously, 900 kg of molten stearic acid is emulsified at 80° C. in 180 liters of water and to the emulsion there is added 36 liters of 25% aqueous ammonia. Both dispersions are fed at 80° C. through correspondingly adjusted dosing pumps to a rotor-stator shear machine likewise heated to 80° C., so that ... Reactants: O(C1=CC=CC=C1)C1=CC=C(C=C1)C1CCNCC1 (4-(4-phenoxyphenyl)-piperidine), BrCCCC1=CC=CC=C1 (1-bromo-3-phenylpropane). Yields the product O(C1=CC=CC=C1)C1=CC=C(C=C1)C1CCN(CC1)CCCC1=CC=CC=C1 (4-(4-phenoxyphenyl)-1-(3-phenylpropyl)piperidine). RXN SMILES: [O:1]([C:8]1[CH:13]=[CH:12][C:11]([CH:14]2[CH2:19][CH2:18][NH:17][CH2:16][CH2:15]2)=[CH:10][CH:9]=1)[C:2]1[CH:7]=[CH:6][CH:5]=[CH:4][CH:3]=1.Br[CH2:21][CH2:22][CH2:23][C:24]1[CH:29]=[CH:28][CH:27]=[CH:26][CH:25]=1>>[O:1]([C:8]1[CH:13]=[CH:12][C:11]([CH:14]2[CH2:19][CH2:18][N:17]([CH2:21][CH2:22][CH2:23][C:24]3[CH:29]=[CH:28][CH:27]=[CH:26][CH:25]=3)[CH2:16][CH2:15]2)=[CH:10][CH:9]=1)[C:2]1[CH:3]=[CH:4][CH:5]=[CH:6][CH:7]=1. Procedure: The same procedure was followed as in Example 11 using the compound (9) synthesized in Example 2 and 1-bromo-3-phenylpropane, to produce the above. Reactants: CCCCCCN, COc1ccc(Cl)cc1. The product is CCCCCCNc1ccc(OC)cc1. Reaction SMILES: [CH2:10]([CH2:11][CH2:12][CH2:13][CH2:14][CH3:15])[NH2:16].[Cl:1][c:2]1[cH:3][cH:4][c:5]([O:8][CH3:9])[cH:6][cH:7]1>>[c:2]1([NH:16][CH2:10][CH2:11][CH2:12][CH2:13][CH2:14][CH3:15])[cH:3][cH:4][c:5]([O:8][CH3:9])[cH:6][cH:7]1. Starting materials: O=[N+]([O-])c1cc(C(O)CBr)ccc1OCc1ccccc1, Cc1ccccc1. Product: Nc1cc(C(O)CBr)ccc1OCc1ccccc1. As a reaction SMILES: [CH2:1]([c:2]1[cH:3][cH:4][cH:5][cH:6][cH:7]1)[O:8][c:9]1[c:10]([N+:19]([O-:20])=[O:21])[cH:11][c:12]([CH:15]([CH2:16][Br:17])[OH:18])[cH:13][cH:14]1.[CH3:22][c:23]1[cH:24][cH:25][cH:26][cH:27][cH:28]1>>[CH2:1]([c:2]1[cH:3][cH:4][cH:5][cH:6][cH:7]1)[O:8][c:9]1[c:10]([NH2:19])[cH:11][c:12]([CH:15]([CH2:16][Br:17])[OH:18])[cH:13][cH:14]1. The reactants are C1CCOC1, CC(=O)Nc1ccc(F)c([N+](=O)[O-])c1, [H-], CI, [Na+]. Product: CC(=O)N(C)c1ccc(F)c([N+](=O)[O-])c1. As a reaction SMILES: [CH2:19]1[O:20][CH2:21][CH2:22][CH2:23]1.[F:3][c:4]1[c:5]([N+:14](=[O:15])[O-:16])[cH:6][c:7]([NH:10][C:11]([CH3:12])=[O:13])[cH:8][cH:9]1.[H-:1].[I:17][CH3:18].[Na+:2]>>[F:3][c:4]1[c:5]([N+:14](=[O:15])[O-:16])[cH:6][c:7]([N:10]([C:11]([CH3:12])=[O:13])[CH3:18])[cH:8][cH:9]1. The reactants are Cl.CN1C(CCC1)C1=C(C=CC=C1)C1=CC=CC=C1 (N-methyl-2-biphenylyl-pyrrolidine hydrochloride), [Cl-].[Al+3].[Cl-].[Cl-] (aluminium chloride), BrC1=CC=C(C(=O)Cl)C=C1 (4-bromo-benzoyl chloride). Solvent: C(=S)=S (carbon disulphide), C(=S)=S (carbon disulphide). The product is Cl.BrC1=CC=C(C=C1)C(=O)C1=CC=C(C=C1)C1=CC=C(C=C1)C1N(CCC1)C ((±)(4-bromophenyl)-[4'-(1-methylpyrrolidin-2-yl)-biphenyl-4-yl]-methanone.hydrochloride). Isolated yield 30.8%. As a reaction SMILES: Cl.[CH3:2][N:3]1[CH2:7][CH2:6][CH2:5][CH:4]1[C:8]1[CH:13]=[CH:12][CH:11]=[CH:10][C:9]=1C1C=CC=CC=1.[Cl-].[Al+3].[Cl-].[Cl-].[Br:24][C:25]1[CH:33]=[CH:32][C:28]([C:29]([Cl:31])=[O:30])=[CH:27][CH:26]=1>C(=S)=S>[ClH:31].[Br:24][C:25]1[CH:33]=[CH:32][C:28]([C:29]([C:8]2[CH:13]=[CH:12][C:11]([C:11]3[CH:10]=[CH:9][C:8]([CH:4]4[CH2:5][CH2:6][CH2:7][N:3]4[CH3:2])=[CH:13][CH:12]=3)=[CH:10][CH:9]=2)=[O:30])=[CH:27][CH:26]=1 |f:0.1,2.3.4.5,8.9|. Procedure details: 350 mg of N-methyl-2-biphenylyl-pyrrolidine hydrochloride are suspended in 10 ml of carbon disulphide and treated with 341 mg of aluminium chloride. A solution of 842 mg of 4-bromo-benzoyl chloride in 3 ml of carbon disulphide is added dropwise to this viscous mass. The mixture is held at reflux for 2 hours and evaporated. The residue is triturated in toluene and then in ethyl acetate, with 90 mg of (±)(4-bromophenyl)-[4'-(1-methylpyrrolidin-2-yl)-biphenyl-4-yl]-methanone.hydrochloride, m.p. 225... Starting materials: C, CC(C)(O)CCCCCc1cccc(C=Cc2cc(O)cc(O)c2)c1, [Pd]. Product: CC(C)(O)CCCCCc1cccc(CCc2cc(O)cc(O)c2)c1. Reaction SMILES: [C:26].[OH:1][C:2]([CH2:3][CH2:4][CH2:5][CH2:6][CH2:7][c:8]1[cH:9][c:10]([CH:14]=[CH:15][c:16]2[cH:17][c:18]([OH:23])[cH:19][c:20]([OH:22])[cH:21]2)[cH:11][cH:12][cH:13]1)([CH3:24])[CH3:25].[Pd:27]>>[OH:1][C:2]([CH2:3][CH2:4][CH2:5][CH2:6][CH2:7][c:8]1[cH:9][c:10]([CH2:14][CH2:15][c:16]2[cH:17][c:18]([OH:23])[cH:19][c:20]([OH:22])[cH:21]2)[cH:11][cH:12][cH:13]1)([CH3:24])[CH3:25]. Conditions: temperature 140 celsius. The solvent is C1CCOC1 (THF), O (water). Reaction SMILES: [CH3:1][C:2]1([CH3:31])[NH:7][C:6](=[O:8])[C:5]2[S:9][C:10]([N:12]3[C:17]4[CH:18]=[C:19](B5OC(C)(C)C(C)(C)O5)[CH:20]=[CH:21][C:16]=4[O:15][CH2:14][CH2:13]3)=[N:11][C:4]=2[CH2:3]1.C(=O)([O-])[O-].[Na+].[Na+].Br[C:39]1[N:40]=[C:41]([CH3:45])[N:42]([CH3:44])[CH:43]=1>C1COCC1.O.[Br-].C([N+](CCCC)(CCCC)CCCC)CCC.C1C=CC([P]([Pd]([P](C2C=CC=CC=2)(C2C=CC=CC=2)C2C=CC=CC=2)([P](C2C=CC=CC=2)(C2C=CC=CC=2)C2C=CC=CC=2)[P](C2C=CC=CC=2)(C2C=CC=CC=2)C2C=CC=CC=2)(C2C=CC=CC=2)C2C=CC=CC=2)=CC=1>[CH3:44][N:42]1[CH:43]=[C:39]([C:19]2[CH:20]=[CH:21][C:16]3[O:15][CH2:14][CH2:13][N:12]([C:10]4[S:9][C:5]5[C:6](=[O:8])[NH:7][C:2]([CH3:31])([CH3:1])[CH2:3][C:4]=5[N:11]=4)[C:17]=3[CH:18]=2)[N:40]=[C:41]1[CH3:45] |f:1.2.3,7.8,^1:73,75,94,113|. The yield is 14.4%. The reagents and catalysts are [Br-].C(CCC)[N+](CCCC)(CCCC)CCCC (tetra-n-butylammonium bromide), C=1C=CC(=CC1)[P](C=2C=CC=CC2)(C=3C=CC=CC3)[Pd]([P](C=4C=CC=CC4)(C=5C=CC=CC5)C=6C=CC=CC6)([P](C=7C=CC=CC7)(C=8C=CC=CC8)C=9C=CC=CC9)[P](C=1C=CC=CC1)(C=1C=CC=CC1)C=1C=CC=CC1 (tetrakis(triphenylphosphine)palladium(0)). Starting materials: CC1(CC2=C(C(N1)=O)SC(=N2)N2CCOC1=C2C=C(C=C1)B1OC(C(O1)(C)C)(C)C)C (6,6-Dimethyl-2-[6-(4,4,5,5-tetramethyl-[1,3,2]dioxaborolan-2-yl)-2,3-dihydro-4H-1,4-benzoxazin-4-yl]-6,7-dihydro[1,3]thiazolo[5,4-c]pyridin-4(5H)-one), C([O-])([O-])=O.[Na+].[Na+] (sodium carbonate), BrC=1N=C(N(C1)C)C (4-bromo-1,2-dimethyl-1H-imidazole). The product is CN1C(=NC(=C1)C=1C=CC2=C(N(CCO2)C=2SC=3C(NC(CC3N2)(C)C)=O)C1)C (2-[6-(1,2-Dimethyl-1H-imidazol-4-yl)-2,3-dihydro-4H-1,4-benzoxazin-4-yl]-6,6-dimethyl-6,7-dihydro[1,3]thiazolo[5,4-c]pyridin-4(5H)-one). Procedure details: To a solution of Example 292 (75 mg, 0.17 mmol) in THF (3 mL) and water (1 mL) was added tetra-n-butylammonium bromide (107 mg, 0.34 mmol), sodium carbonate (36 mg, 0.34 mmol), 4-bromo-1,2-dimethyl-1H-imidazole (60 mg, 0.34 mmol) and tetrakis(triphenylphosphine)palladium(0) (20 mg, 0.017 mmol). The reaction was heated at 140° C. under microwave irradiation for 25 minutes. The resulting mixture was partitioned between DCM (50 mL) and water (50 mL); the organic fraction was washed with brine (50 m... Reactants: N([C@@H](CC1=CC=CC=C1)C(=O)O)C(=O)OC(C)(C)C (Boc-Phe-OH), CNC1=CC=CC=C1 (N-methylaniline), C=1C=CC2=C(C1)N=NN2O (HOBT), CCN=C=NCCCN(C)C.Cl (WSC.HCl). Solvent: CN(C)C=O (DMF). Conditions: time 5 hour. Product: N([C@@H](CC1=CC=CC=C1)C(=O)N(C)C1=CC=CC=C1)C(=O)OC(C)(C)C (Boc-Phe-NMePh). The yield is 61.3%. Reaction SMILES: [NH:1]([C:13]([O:15][C:16]([CH3:19])([CH3:18])[CH3:17])=[O:14])[C@H:2]([C:10]([OH:12])=O)[CH2:3][C:4]1[CH:9]=[CH:8][CH:7]=[CH:6][CH:5]=1.[CH3:20][NH:21][C:22]1[CH:27]=[CH:26][CH:25]=[CH:24][CH:23]=1.C1C=CC2N(O)N=NC=2C=1.CCN=C=NCCCN(C)C.Cl>CN(C=O)C>[NH:1]([C:13]([O:15][C:16]([CH3:19])([CH3:18])[CH3:17])=[O:14])[C@H:2]([C:10]([N:21]([C:22]1[CH:27]=[CH:26][CH:25]=[CH:24][CH:23]=1)[CH3:20])=[O:12])[CH2:3][C:4]1[CH:5]=[CH:6][CH:7]=[CH:8][CH:9]=1 |f:3.4|. Reported procedure: To a solution of Boc-Phe-OH (2.65 g), N-methylaniline (1.09 g) and HOBT (1.35 g) in DMF (25 ml) was added WSC.HCl (1.92 g) under ice-cooling. The mixture was stirred for 5 hours at room temperature. After evaporation and extraction with ethyl acetate, the organic layer was washed successively with 2% hydrochloric acid, water, 2% sodium hydrogencarbonate, water and saturated sodium chloride solution, and dried over magnesium sulfate. The evaporated residue was subjected to column chromatography o... The reactants are BrC=1C(N(C=C(N1)Br)C=1C=C(C(=O)OC)C=CC1C)=O (3-(3,5-dibromo-2-oxo-2H-pyrazin-1-yl)-4-methyl-benzoic acid, methyl ester), FC1=C(C=CC=C1)CN (2-fluoro-benzenemethanamine), C(=O)[O-].[NH4+] (ammonium formate), C1(CC1)N (cyclopropylamine), C1(CCCC1)[Mg]Br (cyclopentylmagnesium bromide). Reagents/catalysts: [Pd] (palladium on carbon). The solvent is C(C)O (ethanol), O1CCCC1 (tetrahydrofuran), C(C)N(CC)CC (triethylamine). Run at temperature 100 celsius, time 30 minute. The product is C1(CC1)NC(C1=CC(=C(C=C1)C)N1C(C(=NC=C1)NCC1=C(C=CC=C1)F)=O)=O (N-Cyclopropyl-3-[3-(2-fluoro-benzylamino)-2-oxo-2H-pyrazin-1-yl]-4-methyl-benzamide). As a reaction SMILES: Br[C:2]1[C:3](=[O:20])[N:4]([C:9]2[CH:10]=[C:11]([CH:16]=[CH:17][C:18]=2[CH3:19])[C:12]([O:14]C)=O)[CH:5]=[C:6](Br)[N:7]=1.[F:21][C:22]1[CH:27]=[CH:26][CH:25]=[CH:24][C:23]=1[CH2:28][NH2:29].[CH:30]1([NH2:33])[CH2:32][CH2:31]1.C1([Mg]Br)CCCC1.C([O-])=O.[NH4+]>O1CCCC1.[Pd].C(O)C.C(N(CC)CC)C>[CH:30]1([NH:33][C:12](=[O:14])[C:11]2[CH:16]=[CH:17][C:18]([CH3:19])=[C:9]([N:4]3[CH:5]=[CH:6][N:7]=[C:2]([NH:29][CH2:28][C:23]4[CH:24]=[CH:25][CH:26]=[CH:27][C:22]=4[F:21])[C:3]3=[O:20])[CH:10]=2)[CH2:32][CH2:31]1 |f:4.5|. Procedure details: To a stirred solution of 3-(3,5-dibromo-2-oxo-2H-pyrazin-1-yl)-4-methyl-benzoic acid, methyl ester (Example 1b, 0.1 g) in tetrahydrofuran (1 mL) within a microwave vial was added triethylamine (38 μL) and 2-fluoro-benzenemethanamine (31 μL). The reaction was stirred overnight before the addition of cyclopropylamine (0.13 mL) and cyclopentylmagnesium bromide (2M in diethyl ether, 750 μL) dropwise. After stirring for 30minutes, ethanol (2 mL) was added followed by the addition of ammonium formate ...